This data is from the Open Reaction Database (ORD), a public repository of structured organic reaction records. The task is: describe an organic reaction: reactants, conditions, products, and yield Starting materials: CS(=O)(=O)N1CC2=C(CC1)N(N=C2C2=CC=C(C=C2)C(F)(F)F)CCC=O (3-[5-methanesulfonyl-3-(4-trifluoromethyl-phenyl)-4,5,6,7-tetrahydro-pyrazolo[4,3-c]pyridin-1-yl]-propionaldehyde), [N+](=O)([O-])C1=C(C=CC=C1)N1CCNCC1 (1-(2-nitro-phenyl)-piperazine), CC(=O)O (AcOH), CS(=O)(=O)N1CC2=C(CC1)N(N=C2C2=CC=C(C=C2)C(F)(F)F)CCCN2CCN(CC2)C2=C(C=CC=C2)[N+](=O)[O-] (5-Methanesulfonyl-1-{3-[4-(2-nitro-phenyl)-piperazin-1-yl]-propyl}-3-(4-trifluoromethyl-phenyl)-4,5,6,7-tetrahydro-1H-pyrazolo[4,3-c]pyridine), [BH-](OC(=O)C)(OC(=O)C)OC(=O)C.[Na+] (NaBH(OAc)3), C(=O)(O)[O-].[Na+] (NaHCO3). Solvent: C(Cl)Cl (CH2Cl2), CO (MeOH). Run at time 15 minute. Yields the product CS(=O)(=O)N1CCC(CC1)=O (1-Methanesulfonyl-piperidin-4-one). Isolated yield 71.0%. Reaction SMILES: [CH3:1][S:2]([N:5]1[CH2:10][CH2:9][C:8]2N(CCCN3CCN(C4C=CC=CC=4[N+]([O-])=O)CC3)N=C(C3C=CC(C(F)(F)F)=CC=3)[C:7]=2[CH2:6]1)(=[O:4])=[O:3].CS(N1CCC2N(CCC=O)N=C(C3C=CC(C(F)(F)F)=CC=3)C=2C1)(=O)=[O:44].[N+](C1C=CC=CC=1N1CCNCC1)([O-])=O.CC(O)=O.[BH-](OC(C)=O)(OC(C)=O)OC(C)=O.[Na+].C([O-])(O)=O.[Na+]>C(Cl)Cl.CO>[CH3:1][S:2]([N:5]1[CH2:10][CH2:9][C:8](=[O:44])[CH2:7][CH2:6]1)(=[O:4])=[O:3] |f:4.5,6.7|. Procedure details: Potassium carbonate (324 g, 2340 mmol) was added to a solution of 4-piperidone monohydrate hydrochloride (90 g, 586 mmol) in chloroform (300 mL) and water (300 mL). The slurry was cooled to 0° C. and treated with methylsulfonyl chloride (136 mL, 1760 mmol) by dropwise addition over a 1 h period (gas evolution was observed). The reaction mixture was allowed to shake for 72 h and was partitioned between CH2Cl2 (500 mL) and saturated aqueous NaHCO3 (500 mL). The aqueous layer was extracted with CH2... Reactants: ClC=1C=CC(=C(C1)O)C1=NC2=C(N1CC1CCOCC1)C=C(C(=C2)F)F (5-chloro-2-[5,6-difluoro-1-(tetrahydro-pyran-4-ylmethyl)-1H-benzoimidazol-2-yl]-phenol), BrCC1=C(C=C(C#N)C=C1)F (4-bromomethyl-3-fluoro-benzonitrile), brown solid. The product is ClC=1C=CC(=C(OCC2=C(C=C(C#N)C=C2)F)C1)C1=NC2=C(N1CC1CCOCC1)C=C(C(=C2)F)F (4-{5-Chloro-2-[5,6-difluoro-1-(tetrahydro-pyran-4-ylmethyl)-1H-benzoimidazol-2-yl]-phenoxymethyl}-3-fluoro-benzonitrile). As a reaction SMILES: [Cl:1][C:2]1[CH:3]=[CH:4][C:5]([C:9]2[N:13]([CH2:14][CH:15]3[CH2:20][CH2:19][O:18][CH2:17][CH2:16]3)[C:12]3[CH:21]=[C:22]([F:26])[C:23]([F:25])=[CH:24][C:11]=3[N:10]=2)=[C:6]([OH:8])[CH:7]=1.Br[CH2:28][C:29]1[CH:36]=[CH:35][C:32]([C:33]#[N:34])=[CH:31][C:30]=1[F:37]>>[Cl:1][C:2]1[CH:3]=[CH:4][C:5]([C:9]2[N:13]([CH2:14][CH:15]3[CH2:16][CH2:17][O:18][CH2:19][CH2:20]3)[C:12]3[CH:21]=[C:22]([F:26])[C:23]([F:25])=[CH:24][C:11]=3[N:10]=2)=[C:6]([CH:7]=1)[O:8][CH2:28][C:29]1[CH:36]=[CH:35][C:32]([C:33]#[N:34])=[CH:31][C:30]=1[F:37]. Procedure details: The title compound was prepared in analogy to Example 5, intermediate a, from 5-chloro-2-[5,6-difluoro-1-(tetrahydro-pyran-4-ylmethyl)-1H-benzoimidazol-2-yl]-phenol and 4-bromomethyl-3-fluoro-benzonitrile (CAS Reg. No. 105942-09-4). Light brown solid (95%). MS (Turbo Spray): m/z=511.9 (M+H). Reactants: CCO, CC1(c2cc(Cn3ncc([N+](=O)[O-])n3)on2)OCCO1, [Cl-], [Fe], N#N, [NH4+], O. Product: CC1(c2cc(Cn3ncc(N)n3)on2)OCCO1. As a reaction SMILES: [CH3:25][CH2:26][OH:27].[CH3:3][C:4]1([c:9]2[n:10][o:11][c:12]([CH2:14][n:15]3[n:16][cH:17][c:18]([N+:20]([O-:21])=[O:22])[n:19]3)[cH:13]2)[O:5][CH2:6][CH2:7][O:8]1.[Cl-:23].[Fe:29].[N:1]#[N:2].[NH4+:24].[OH2:28]>>[CH3:3][C:4]1([c:9]2[n:10][o:11][c:12]([CH2:14][n:15]3[n:16][cH:17][c:18]([NH2:20])[n:19]3)[cH:13]2)[O:5][CH2:6][CH2:7][O:8]1. The reactants are ClCCOP(=O)(OCCCl)OCCCl (tris(2-chloroethyl)phosphate), polyester, CP(OC)(OC)=O (dimethyl methylphosphonate), CCl (methylchloride), C1CO1 (ethylene oxide). Run in CO (methanol). The product is ClCCOP(=O)(OCCCl)OCCCl.CP(OC)(OC)=O (Tris(2-chloroethyl)Phosphate Dimethyl Methylphosphonate). RXN SMILES: [Cl:1][CH2:2][CH2:3][O:4][P:5]([O:11][CH2:12][CH2:13][Cl:14])([O:7][CH2:8][CH2:9][Cl:10])=[O:6].[CH3:15][P:16](=[O:21])([O:19][CH3:20])[O:17][CH3:18].CCl.C1OC1>CO>[Cl:1][CH2:2][CH2:3][O:4][P:5]([O:7][CH2:8][CH2:9][Cl:10])([O:11][CH2:12][CH2:13][Cl:14])=[O:6].[CH3:15][P:16](=[O:21])([O:19][CH3:20])[O:17][CH3:18] |f:5.6|. Procedure details: A mixture of 571 g. of tris(2-chloroethyl)phosphate and 531 g. of dimethyl methylphosphonate was heated at 181°-197° C. until 287.5 of methylchloride was evolved; this required 26 hours. The product was then heated at 95° with 28.2 g. of methanol, and finally treated with ethylene oxide at 90°-100° until substantially neutral. The product was useful as a flame retardant at 5-10 phr. in a styrenated polyester. Reactants: [Na] (sodium), ClC1=C(C(=NC(=C1F)F)F)F.FC1=NC(=C(C(=C1F)S)F)F (2,3,5,6-tetrafluoropyridine-4-thiol 4-Chloro-2,3,5,6-tetrafluoropyridine), O.O.[SH-].[Na+] (sodium hydrosulfide dihydrate). The solvent is C(C)(C)O (iso-propanol). Yields the product FC1=NC(=C(C(=C1F)S)F)F (2,3,5,6-tetrafluoropyridine-4-thiol), [Na] (sodium). RXN SMILES: [Na:1].ClC1C(F)=C(F)N=C(F)C=1F.[F:13][C:14]1[C:19]([F:20])=[C:18]([SH:21])[C:17]([F:22])=[C:16]([F:23])[N:15]=1.O.O.[SH-].[Na+]>C(O)(C)C>[F:13][C:14]1[C:19]([F:20])=[C:18]([SH:21])[C:17]([F:22])=[C:16]([F:23])[N:15]=1.[Na:1] |f:1.2,3.4.5.6,^1:0,42|. Procedure details: Preparation of the sodium salt of 2,3,5,6-tetrafluoropyridine-4-thiol 4-Chloro-2,3,5,6-tetrafluoropyridine (2 g) and sodium hydrosulfide dihydrate were stirred and heated under reflux in iso-propanol (40 cm3) for 3 hours. The mixture was then stirred at the ambient temperature for 18 hours. The precipitated solid was removed by filtration, washed with diethyl ether and discarded. The combined organic solutions were evaporated under reduced pressure to give 2,3,5,6-tetrafluoropyridine-4-thiol as ...